This data is from the Open Reaction Database (ORD), a public repository of structured organic reaction records. The task is: describe an organic reaction: reactants, conditions, products, and yield Starting materials: O (water), ClC(=CC=1SC=CC1)Cl (2-(2,2-dichloroethenyl)thiophene), C(C)(=O)Cl (acetyl chloride), crude product, [Cl-].[Al+3].[Cl-].[Cl-] (aluminum chloride). Solvent: C(C)OC(C)=O (ethylacetate), C(Cl)Cl (methylene chloride), CCCCCCC (n-heptane), CCCCCCC (n-heptane), C1(=CC=CC=C1)C (toluene). Reaction conditions: temperature 10 celsius. Yields the product ClC(=CC1=CC=C(S1)C(C)=O)Cl (5-(2,2-dichloroethenyl)-2-thienylethanone). As a reaction SMILES: [Cl:1][C:2]([Cl:9])=[CH:3][C:4]1[S:5][CH:6]=[CH:7][CH:8]=1.[C:10](Cl)(=[O:12])[CH3:11].[Cl-].[Al+3].[Cl-].[Cl-].O>C(Cl)Cl.C1(C)C=CC=CC=1.CCCCCCC.C(OC(=O)C)C>[Cl:1][C:2]([Cl:9])=[CH:3][C:4]1[S:5][C:6]([C:10](=[O:12])[CH3:11])=[CH:7][CH:8]=1 |f:2.3.4.5|. Procedure details: Under a dry argon atmosphere, a stirred solution of 3.0 g (0.017 mole) of 2-(2,2-dichloroethenyl)thiophene and 1.33 g (0.017 mole) of acetyl chloride in 10 ml of methylene chloride was cooled to -20° C. During a five minute period 2.24 g (0.017 mole) of anhydrous aluminum chloride was added. The reaction mixture was warmed to 10° C., then poured into 250 ml of cold water. The resultant mixture was extracted with two 100 ml portions of diethyl ether. The combined extracts were washed with 30 ml o... The reactants are CCCC[Sn](CCCC)(CCCC)c1ccccc1, C1COCCO1, Cc1ccccc1, [Cl-], Cc1ccccc1Cl, [Cs+], [F-], [Na+], CC(=O)[O-], CC(=O)[O-], [Pd+2]. The product is Cc1ccccc1-c1ccccc1. Reaction SMILES: [CH2:11]([Sn:12]([CH2:13][CH2:14][CH2:15][CH3:22])([c:16]1[cH:17][cH:18][cH:19][cH:20][cH:21]1)[CH2:23][CH2:24][CH2:25][CH3:26])[CH2:27][CH2:28][CH3:29].[CH2:48]1[O:49][CH2:50][CH2:51][O:52][CH2:53]1.[CH3:41][c:42]1[cH:43][cH:44][cH:45][cH:46][cH:47]1.[Cl-:31].[Cl:3][c:4]1[c:5]([CH3:10])[cH:6][cH:7][cH:8][cH:9]1.[Cs+:2].[F-:1].[Na+:30].[O-:33][C:34]([CH3:35])=[O:36].[O-:37][C:38]([CH3:39])=[O:40].[Pd+2:32]>>[c:4]1(-[c:16]2[cH:17][cH:18][cH:19][cH:20][cH:21]2)[c:5]([CH3:10])[cH:6][cH:7][cH:8][cH:9]1. The reactants are [N+](=O)([O-])C1=C(CO)C=CC=C1 (2-nitrobenzyl alcohol), C(CCCCCCC)N=C=O (octyl isocyanate), S(=O)(=O)([O-])[O-].[Na+].[Na+] (sodium sulfate). Solvent: C1(=CC=CC=C1)C (toluene). The product is [N+](=O)([O-])C1=CC=CC=C1.C(CCCCCCC)NC([O-])=O (o-nitrobenzene n-octylcarbamate). RXN SMILES: [N+:1]([C:4]1[CH:11]=[CH:10][CH:9]=[CH:8][C:5]=1CO)([O-:3])=[O:2].[CH2:12]([N:20]=[C:21]=[O:22])[CH2:13][CH2:14][CH2:15][CH2:16][CH2:17][CH2:18][CH3:19].S([O-])([O-])(=O)=[O:24].[Na+].[Na+]>C1(C)C=CC=CC=1>[N+:1]([C:4]1[CH:11]=[CH:10][CH:9]=[CH:8][CH:5]=1)([O-:3])=[O:2].[CH2:12]([NH:20][C:21](=[O:24])[O-:22])[CH2:13][CH2:14][CH2:15][CH2:16][CH2:17][CH2:18][CH3:19] |f:2.3.4,6.7|. Reported procedure: 100 ml of toluene, 10 g of 2-nitrobenzyl alcohol and 11.4 ml of octyl isocyanate heated to reflux for 2 hours in a nitrogen atmosphere. After being cooled, the reaction solution was washed several times with water, and the toluene solution obtained was dehydrated with sodium sulfate. The sodium sulfate was filtered out, and the solvent was removed. The solid obtained was recrystallized twice from hexane, producing 12.5 g of o-nitrobenzene-n-octylcarbamate in the form of pale yellow needle crysta... Reactants: CS(=O)(=O)O (Methanesulfonic acid), CC1(OC=C(C1=O)C1=CC=C(C=C1)OCC=1N=C2N(C(=CC=C2)C)C1)C (2,2-dimethyl-4-(4-((5-methylimidazo[1,2-a]pyridin-2-yl)methoxy)phenyl)furan-3(2H)-one). Solvent: C(Cl)Cl (DCM), C(C)OCC (diethyl ether). Conditions: time 4 hour. The product is CS(=O)(=O)O.COC1=CC=C(C=C1)C1=C(C(C(O1)(C)C)=O)C1=CC=C(C=C1)OCC=1N=C2N(C(=CC=C2)C)C1 (5-(4-methoxyphenyl)-2,2-dimethyl-4-(4-((5-methylimidazo[1,2-a]pyridin-2-yl)methoxy)phenyl)furan-3(2H)-one methanesulfonate). The yield is 174.3%. RXN SMILES: [CH3:1][S:2]([OH:5])(=[O:4])=[O:3].[CH3:6][C:7]1([CH3:31])[C:11](=[O:12])[C:10]([C:13]2[CH:18]=[CH:17][C:16]([O:19][CH2:20][C:21]3[N:22]=[C:23]4[CH:28]=[CH:27][CH:26]=[C:25]([CH3:29])[N:24]4[CH:30]=3)=[CH:15][CH:14]=2)=[CH:9][O:8]1>C(Cl)Cl.C(OCC)C>[CH3:1][S:2]([OH:5])(=[O:4])=[O:3].[CH3:20][O:19][C:16]1[CH:17]=[CH:18][C:13]([C:9]2[O:8][C:7]([CH3:31])([CH3:6])[C:11](=[O:12])[C:10]=2[C:13]2[CH:14]=[CH:15][C:16]([O:19][CH2:20][C:21]3[N:22]=[C:23]4[CH:28]=[CH:27][CH:26]=[C:25]([CH3:29])[N:24]4[CH:30]=3)=[CH:17][CH:18]=2)=[CH:14][CH:15]=1 |f:4.5|. Procedure: Methanesulfonic acid (53.1 mg, 0.5 mmol) was added to a solution of 544-methoxyphenyl)-2,2-dimethyl-4-(4-((5-methylimidazo[1,2-a]pyridin-2-yl)methoxy)phenyl)furan-3(2H)-one (250 g, 0.5 mmol) in DCM (2.5 ml) and diethyl ether (50 mL) at RT under an atmosphere of nitrogen. The reaction mixture was stirred at RT for 4 h upon which, the solids were collected by filtration, washed with 20% DCM in diethyl ether, dried in vacuo to afford 5-(4-methoxyphenyl)-2,2-dimethyl-4-(4-((5-methylimidazo[1,2-a]pyr...